From a dataset of the Open Reaction Database (ORD), a public repository of structured organic reaction records. describe an organic reaction: reactants, conditions, products, and yield The reactants are O=C([O-])[O-], CCOC(=O)CN, CCOC(CBr)OCC, CN(C)C=O, Cl, Cl, [Cs+], [Cs+], [I-], [Na+]. The product is CCOC(=O)CNCC(OCC)OCC. As a reaction SMILES: [C:18](=[O:19])([O-:20])[O-:21].[CH2:2]([CH3:3])[O:4][C:5]([CH2:6][NH2:7])=[O:8].[CH2:9]([CH3:10])[O:11][CH:12]([CH2:13][Br:14])[O:15][CH2:16][CH3:17].[CH3:27][N:28]([CH3:29])[CH:30]=[O:31].[ClH:1].[ClH:26].[Cs+:22].[Cs+:23].[I-:25].[Na+:24]>>[CH2:2]([CH3:3])[O:4][C:5]([CH2:6][NH:7][CH2:13][CH:12]([O:11][CH2:9][CH3:10])[O:15][CH2:16][CH3:17])=[O:8]. Starting materials: C(C(=O)O)(=O)O.C(C)ON=CC=1C2CCC(CC1)N2C (2-Ethoxyiminomethyl-8-methyl-8-azabicyclo[3.2.1]oct-2-ene oxalate), C(=O)C=1C2CCC(CC1)N2C (2-formyl-8-methyl-8-azabicyclo[3.2.1]oct-2-ene), Cl.C(C)ON (ethoxyamine hydrochloride). Yields the product C(C(=O)O)(=O)O.CON=CC=1C2CCC(CC1)N2C (2-Methoxyiminomethyl-8-methyl-8-azabicyclo[3.2.1]oct-2-ene oxalate). As a reaction SMILES: [C:1]([OH:6])(=[O:5])[C:2]([OH:4])=[O:3].[CH2:7]([O:9][N:10]=[CH:11][C:12]1[CH:13]2[N:19]([CH3:20])[CH:16]([CH2:17][CH:18]=1)[CH2:15][CH2:14]2)C.C(C1C2N(C)C(CC=1)CC2)=O.Cl.C(ON)C>>[C:1]([OH:6])(=[O:5])[C:2]([OH:4])=[O:3].[CH3:7][O:9][N:10]=[CH:11][C:12]1[CH:13]2[N:19]([CH3:20])[CH:16]([CH2:17][CH:18]=1)[CH2:15][CH2:14]2 |f:0.1,3.4,5.6|. Procedure details: 2-Ethoxyiminomethyl-8-methyl-8-azabicyclo[3.2.1]oct-2-ene oxalate from 2-formyl-8-methyl-8-azabicyclo[3.2.1]oct-2-ene and ethoxyamine hydrochloride. M.p. 127°-128° C. Reactants: CCOC(=O)Cc1c(C(=O)OCC)c2cc(O)ccc2n1-c1ccc(OC(F)(F)F)cc1, Clc1ccc2c(Cl)ccnc2c1, [K+], [K+], O=C([O-])[O-], CN(C)C=O, O. Product: CCOC(=O)Cc1c(C(=O)OCC)c2cc(Oc3ccnc4cc(Cl)ccc34)ccc2n1-c1ccc(OC(F)(F)F)cc1. RXN SMILES: [CH2:1]([CH3:2])[O:3][C:4](=[O:5])[c:6]1[c:7]([CH2:27][C:28](=[O:29])[O:30][CH2:31][CH3:32])[n:8](-[c:16]2[cH:17][cH:18][c:19]([O:22][C:23]([F:24])([F:25])[F:26])[cH:20][cH:21]2)[c:9]2[cH:10][cH:11][c:12]([OH:15])[cH:13][c:14]12.[Cl:33][c:34]1[cH:35][cH:36][n:37][c:38]2[cH:39][c:40]([Cl:44])[cH:41][cH:42][c:43]12.[K+:45].[K+:46].[O-:47][C:48]([O-:49])=[O:50].[O:51]=[CH:52][N:53]([CH3:54])[CH3:55].[OH2:56]>>[CH2:1]([CH3:2])[O:3][C:4](=[O:5])[c:6]1[c:7]([CH2:27][C:28](=[O:29])[O:30][CH2:31][CH3:32])[n:8](-[c:16]2[cH:17][cH:18][c:19]([O:22][C:23]([F:24])([F:25])[F:26])[cH:20][cH:21]2)[c:9]2[cH:10][cH:11][c:12]([O:15][c:34]3[cH:35][cH:36][n:37][c:38]4[cH:39][c:40]([Cl:44])[cH:41][cH:42][c:43]34)[cH:13][c:14]12. RXN SMILES: Br.[C:2]1([C:8]2[CH2:9][CH2:10][N:11]([CH2:14][CH2:15][CH2:16][CH2:17][N:18]3[C:23]4[CH:24]=[CH:25][CH:26]=[C:27]([N+:28]([O-:30])=[O:29])[C:22]=4[C:21](=O)[O:20]C3=O)[CH2:12][CH:13]=2)[CH:7]=[CH:6][CH:5]=[CH:4][CH:3]=1.[OH-].[NH4+:34]>CN(C)C=O>[C:2]1([C:8]2[CH2:9][CH2:10][N:11]([CH2:14][CH2:15][CH2:16][CH2:17][NH:18][C:23]3[CH:24]=[CH:25][CH:26]=[C:27]([N+:28]([O-:30])=[O:29])[C:22]=3[C:21]([NH2:34])=[O:20])[CH2:12][CH:13]=2)[CH:7]=[CH:6][CH:5]=[CH:4][CH:3]=1 |f:0.1,2.3|. Reaction conditions: time 1 hour. Run in CN(C=O)C (dimethylformamide). Procedure details: To a suspension of 1-[4-(4-phenyl-1,2,3,6-tetrahydropyridin-1-yl)butyl]-5-nitro-1,2-dihydro-4H-3,1-benzoxazine-2,4-dione hydrobromide (410 mg) in dimethylformamide (4 ml) was added 28% ammonium hydroxide (1 ml) on an ice-bath, and the mixture was stirred for 1 hour at room temperature. The mixture was poured into ice-water, extracted with ethyl acetate, and the extracts were washed with water and brine. After dryness with magnesium sulfate and evaporation of the solvent, 2-[4-(4-phenyl-1,2,3,6-t... Starting materials: [OH-].[NH4+] (ammonium hydroxide), Br.C1(=CC=CC=C1)C=1CCN(CC1)CCCCN1C(OC(C2=C1C=CC=C2[N+](=O)[O-])=O)=O (1-[4-(4-phenyl-1,2,3,6-tetrahydropyridin-1-yl)butyl]-5-nitro-1,2-dihydro-4H-3,1-benzoxazine-2,4-dione hydrobromide), ice water. Product: C1(=CC=CC=C1)C=1CCN(CC1)CCCCNC1=C(C(=O)N)C(=CC=C1)[N+](=O)[O-] (2-[4-(4-phenyl-1,2,3,6-tetrahydropyridin-1-yl)butylamino]-6nitrobenzamide). Reactants: CCBr, CN(C)C=O, CCN(C(C)C)C(C)C, [Na+], [OH-], c1ccc(-c2ccc(N3CC4CCCC(C3)N4)nn2)cc1. The product is CCN1C2CCCC1CN(c1ccc(-c3ccccc3)nn1)C2. RXN SMILES: [Br:22][CH2:23][CH3:24].[CH3:36][N:37]([CH3:38])[CH:39]=[O:40].[CH:25]([N:26]([CH2:27][CH3:28])[CH:29]([CH3:30])[CH3:31])([CH3:32])[CH3:33].[Na+:35].[OH-:34].[c:1]1(-[c:7]2[cH:8][cH:9][c:10]([N:13]3[CH2:14][CH:15]4[CH2:16][CH2:17][CH2:18][CH:19]([CH2:20]3)[NH:21]4)[n:11][n:12]2)[cH:2][cH:3][cH:4][cH:5][cH:6]1>>[c:1]1(-[c:7]2[cH:8][cH:9][c:10]([N:13]3[CH2:14][CH:15]4[CH2:16][CH2:17][CH2:18][CH:19]([CH2:20]3)[N:21]4[CH2:23][CH3:24])[n:11][n:12]2)[cH:2][cH:3][cH:4][cH:5][cH:6]1. Reactants: Cl.C1(=CC=CC2=CC=CC=C12)C(C)NCC[C@@H](O)C1=CC(=CC=C1)C(F)(F)F ((R)-3-(1-(naphthalen-1-yl)ethylamino)-1-(3-(trifluoromethyl)phenyl)propan-1-ol hydrochloride), [OH-].[Na+] (Sodium hydroxide), S(=O)(Cl)Cl (thionyl chloride). Solvent: O (water), CC(C)(C)OC (MTBE), O (water), CC(C)(C)OC (MTBE), C1(=CC=CC=C1)C (toluene), CC(C)(C)OC (MTBE). Run at temperature 60 celsius. The product is Cl.C1(=CC=CC2=CC=CC=C12)[C@@H](C)NC\C=C\C1=CC(=CC=C1)C(F)(F)F ((R,E)-N-(1-(naphthalen-1-yl)ethyl)-3-(3-(trifluoromethyl)phenyl)prop-2-en-1-amine hydro-chloride). Reaction SMILES: Cl.[C:2]1([CH:12]([NH:14][CH2:15][CH2:16][C@H:17]([C:19]2[CH:24]=[CH:23][CH:22]=[C:21]([C:25]([F:28])([F:27])[F:26])[CH:20]=2)O)[CH3:13])[C:11]2[C:6](=[CH:7][CH:8]=[CH:9][CH:10]=2)[CH:5]=[CH:4][CH:3]=1.[OH-].[Na+].S(Cl)([Cl:33])=O>CC(OC)(C)C.O.C1(C)C=CC=CC=1>[ClH:33].[C:2]1([C@H:12]([NH:14][CH2:15]/[CH:16]=[CH:17]/[C:19]2[CH:24]=[CH:23][CH:22]=[C:21]([C:25]([F:26])([F:27])[F:28])[CH:20]=2)[CH3:13])[C:11]2[C:6](=[CH:7][CH:8]=[CH:9][CH:10]=2)[CH:5]=[CH:4][CH:3]=1 |f:0.1,2.3,8.9|. Procedure details: (R)-3-(1-(naphthalen-1-yl)ethylamino)-1-(3-(trifluoromethyl)phenyl)propan-1-ol hydrochloride (IX) (50.0 g, 121.990 mmol) is suspended in MTBE (200 ml) and water (80 ml) at room temperature. Sodium hydroxide (30% w/w aqueous solution) is added drop-wise (17.1 g, 128.250 mmol) in order to control the exothermic reaction and the mixture is stirred until the starting solid dissolves completely. The organic layer is then separated and washed repeatedly with water up to neutral pH. Thus MTBE is flushe... As a reaction SMILES: [CH2:1]([Sn:2]([CH2:3][CH2:4][CH2:5][CH3:30])([c:6]1[n:7][cH:8][n:9]([C:11]([c:12]2[cH:13][cH:14][cH:15][cH:16][cH:17]2)([c:18]2[cH:19][cH:20][cH:21][cH:22][cH:23]2)[c:24]2[cH:25][cH:26][cH:27][cH:28][cH:29]2)[cH:10]1)[CH2:31][CH2:32][CH2:33][CH3:34])[CH2:35][CH2:36][CH3:37].[CH3:46][c:47]1[cH:48][cH:49][cH:50][cH:51][cH:52]1.[Cl:38][c:39]1[n:40][cH:41][c:42]([F:45])[cH:43][cH:44]1>>[c:6]1(-[c:39]2[n:40][cH:41][c:42]([F:45])[cH:43][cH:44]2)[n:7][cH:8][n:9]([C:11]([c:12]2[cH:13][cH:14][cH:15][cH:16][cH:17]2)([c:18]2[cH:19][cH:20][cH:21][cH:22][cH:23]2)[c:24]2[cH:25][cH:26][cH:27][cH:28][cH:29]2)[cH:10]1. Product: Fc1ccc(-c2cn(C(c3ccccc3)(c3ccccc3)c3ccccc3)cn2)nc1. Reactants: CCCC[Sn](CCCC)(CCCC)c1cn(C(c2ccccc2)(c2ccccc2)c2ccccc2)cn1, Cc1ccccc1, Fc1ccc(Cl)nc1.